This data is from the Open Reaction Database (ORD), a public repository of structured organic reaction records. The task is: describe an organic reaction: reactants, conditions, products, and yield Starting materials: COC(C1=C(C(=CC=C1)F)CC#N)=O (2-cyanomethyl-3-fluoro-benzoic acid methyl ester). Reagents/catalysts: [Ni] (Raney nickel). Run in C(C)O (Ethanol). Run at time 15 hour. Yields the product FC1=C2CCNC(C2=CC=C1)=O (5-Fluoro-3.4-dihydro-2H-isoquinolin-1-one). RXN SMILES: C[O:2][C:3](=O)[C:4]1[CH:9]=[CH:8][CH:7]=[C:6]([F:10])[C:5]=1[CH2:11][C:12]#[N:13]>[Ni].C(O)C>[F:10][C:6]1[CH:7]=[CH:8][CH:9]=[C:4]2[C:5]=1[CH2:11][CH2:12][NH:13][C:3]2=[O:2]. Procedure details: Ethanol and Raney nickel (Aldrich) were added to 2-cyanomethyl-3-fluoro-benzoic acid methyl ester (3.3 g, 17 mmol) to carry out catalytic reduction under ordinary pressure at 50° C. for 7 hours and then at room temperature for 15 hours. Raney nickel was removed from the reaction solution by filtration, the solvent was removed by evaporation under a reduced pressure, and the thus obtained material was separated and purified by a silica gel column chromatography to obtain 2.1 g (13 mmol, 74% in yi... Starting materials: FC=1C=C(C=CC1)C(CSC#N)=O (2-(3-fluorophenyl)-2-oxoethyl thiocyanate), Br.C(C)(=O)O (hydrogen bromide acetic acid), O (Water). Solvent: C(C)(=O)O (acetic acid). Run at temperature 130 celsius, time 2 hour. Product: BrC=1SC=C(N1)C1=CC(=CC=C1)F (2-Bromo-4-(3-fluorophenyl)-1,3-thiazole). Isolated yield 99.0%. RXN SMILES: [F:1][C:2]1[CH:3]=[C:4]([C:8](=O)[CH2:9][S:10][C:11]#[N:12])[CH:5]=[CH:6][CH:7]=1.[BrH:14].C(O)(=O)C.O>C(O)(=O)C>[Br:14][C:11]1[S:10][CH:9]=[C:8]([C:4]2[CH:5]=[CH:6][CH:7]=[C:2]([F:1])[CH:3]=2)[N:12]=1 |f:1.2|. Reported procedure: To a solution of 2-(3-fluorophenyl)-2-oxoethyl thiocyanate (1.76 g, 9.02 mmol) in acetic acid (15 ml) was added a 25% hydrogen bromide/acetic acid solution (15 ml), and the mixture was stirred at 130° C. for 2 hours and at room temperature for 2 hours. Water was poured into the reaction solution, and the mixture was extracted with chloroform. The extract was washed with water and dried over anhydrous magnesium sulfate, and the solvent was distilled off under reduced pressure. The residue was pur... The reactants are O=C(O)CBr, Cc1cc(C=O)cc(C)c1O, Cl, [Na+], [OH-], O. Yields the product Cc1cc(C=O)cc(C)c1OCC(=O)O. RXN SMILES: [Br:3][CH2:4][C:5](=[O:6])[OH:7].[CH3:8][c:9]1[cH:10][c:11]([CH:12]=[O:13])[cH:14][c:15]([CH3:18])[c:16]1[OH:17].[ClH:19].[Na+:2].[OH-:1].[OH2:20]>>[CH2:4]([C:5](=[O:6])[OH:7])[O:17][c:16]1[c:9]([CH3:8])[cH:10][c:11]([CH:12]=[O:13])[cH:14][c:15]1[CH3:18]. Reactants: [Al+3], CC(C)(C)N(CC#N)Cc1ccccc1, [H-], [H-], [H-], [H-], [Li+], [Na+], C1CCOC1, [OH-], O. Yields the product CC(C)(C)N(CCN)Cc1ccccc1. RXN SMILES: [Al+3:17].[CH2:1]([c:2]1[cH:3][cH:4][cH:5][cH:6][cH:7]1)[N:8]([C:9]([CH3:10])([CH3:11])[CH3:12])[CH2:13][C:14]#[N:15].[H-:16].[H-:19].[H-:20].[H-:21].[Li+:18].[Na+:24].[O:25]1[CH2:26][CH2:27][CH2:28][CH2:29]1.[OH-:23].[OH2:22]>>[CH2:1]([c:2]1[cH:3][cH:4][cH:5][cH:6][cH:7]1)[N:8]([C:9]([CH3:10])([CH3:11])[CH3:12])[CH2:13][CH2:14][NH2:15]. RXN SMILES: C[O:2][CH2:3][CH2:4]OC.Cl.[F:8][C:9]1[CH:14]=[CH:13][C:12]([C@@H:15]([NH:17][C:18]2[N:23]=[C:22]([NH:24][C:25]3[CH:30]=[N:29][CH:28]=[CH:27][N:26]=3)[CH:21]=[C:20]([C:31]3C=C[N:34]=[C:33](F)[CH:32]=3)[N:19]=2)[CH3:16])=[CH:11][CH:10]=1.C(=O)(O)[O-].[Na+]>C(OCC)(=O)C>[F:8][C:9]1[CH:10]=[CH:11][C:12]([C@@H:15]([NH:17][C:18]2[N:19]=[C:20]([C:31]3[CH:32]=[CH:33][N:34]=[C:3]([OH:2])[CH:4]=3)[CH:21]=[C:22]([NH:24][C:25]3[CH:30]=[N:29][CH:28]=[CH:27][N:26]=3)[N:23]=2)[CH3:16])=[CH:13][CH:14]=1 |f:3.4|. Conditions: temperature 85 celsius, time 2 hour. Solvent: C(C)(=O)OCC (ethyl acetate). Starting materials: COCCOC (1,2-dimethoxyethane), Cl (hydrochloric acid), FC1=CC=C(C=C1)[C@H](C)NC1=NC(=CC(=N1)NC1=NC=CN=C1)C1=CC(=NC=C1)F ((S)—N2-[1-(4-fluorophenyl)ethyl]-6-(2-fluoropyridin-4-yl)-N4-(pyrazin-2-yl)pyrimidine-2,4-diamine), Cl (hydrochloric acid), C([O-])(O)=O.[Na+] (sodium bicarbonate). The product is FC1=CC=C(C=C1)[C@H](C)NC1=NC(=CC(=N1)C1=CC(=NC=C1)O)NC1=NC=CN=C1 ((S)-4-{2-[1-(4-Fluorophenyl)ethylamino]-6-(pyrazin-2-ylamino)pyrimidin-4-yl}pyridin-2-ol). Procedure: 1 ml of 1,2-dimethoxyethane and 10% hydrochloric acid were added to 80 mg of (S)—N2-[1-(4-fluorophenyl)ethyl]-6-(2-fluoropyridin-4-yl)-N4-(pyrazin-2-yl)pyrimidine-2,4-diamine, and the mixture was stirred at 85° C. for 2 hours. 0.5 ml of 10% hydrochloric acid was added thereto, and the mixture was further stirred for 2 hours. The reaction solution was diluted with ethyl acetate and alkalified with a saturated aqueous solution of sodium bicarbonate. The mixture was subjected to extraction, and the... Starting materials: CC1(C2CC3CC(CC1C3)C2)O (2-methyl-2-adamantanol), C(C=C)(=O)Cl (acryloyl chloride), [Cl-] (chloride), CO (methanol), 30.36. Solvent: C(C)C(=O)C (methyl ethyl ketone), O (water), C(C)N(CC)CC (triethylamine), C(C)C(=O)C (methyl ethyl ketone). Conditions: time 3 hour. The product is C(C=C)(=O)OC1(C2CC3CC(CC1C3)C2)C (2-methyl-2-adamantyl acrylate). The yield is 98.4%. As a reaction SMILES: [CH3:1][C:2]1([OH:12])[CH:9]2[CH2:10][CH:5]3[CH2:6][CH:7]([CH2:11][CH:3]1[CH2:4]3)[CH2:8]2.[C:13](Cl)(=[O:16])[CH:14]=[CH2:15].CO.[Cl-]>C(C(C)=O)C.O.C(N(CC)CC)C>[C:13]([O:12][C:2]1([CH3:1])[CH:3]2[CH2:11][CH:7]3[CH2:6][CH:5]([CH2:10][CH:9]1[CH2:8]3)[CH2:4]2)(=[O:16])[CH:14]=[CH2:15]. Procedure: Into a reaction vessel were charges 33.26 g of methyl ethyl ketone, 16.63 g (0.1 mol) of 2-methyl-2-adamantanol and 30.36 (0.3 mol) of triethylamine, and their temperature was elevated to 60° C. under stirring. To the mixture, a solution prepared by dissolving 13.58 g (0.15 mol) of acryloyl chloride in 16.63 g of methyl ethyl ketone was added dropwise. At the end of dropwise addition, the temperature was reached 77° C. and the mixture was boiling with the reaction heat. The mixture was kept in a...